This data is from the Open Reaction Database (ORD), a public repository of structured organic reaction records. The task is: describe an organic reaction: reactants, conditions, products, and yield Starting materials: NC1=NC=CC=C1O (2-amino-3-hydroxypyridine), [OH-].[K+] (potassium hydroxide), CO (methanol), O (water), C(=S)=S (carbon disulfide). Yields the product SC=1OC=2C(=NC=CC2)N1 (2-mercapto-oxazolo[4,5-b]pyridine). As a reaction SMILES: [NH2:1][C:2]1[C:7]([OH:8])=[CH:6][CH:5]=[CH:4][N:3]=1.[OH-].[K+].CO.O.[C:14](=S)=[S:15]>>[SH:15][C:14]1[O:8][C:7]2[C:2]([N:1]=1)=[N:3][CH:4]=[CH:5][CH:6]=2 |f:1.2|. Procedure details: A mixture of 2-amino-3-hydroxypyridine and MeOCS2K [prepared from potassium hydroxide (6.2 g), methanol (96 ml), water (17.4 ml) and carbon disulfide (7.1 g)] was refluxed for 20 hr and filtered. The filtrate was neutralized with acetic acid and the resulting precipitate was collected, washed with water and dried to give 2-mercapto-oxazolo[4,5-b]pyridine (8.2 g). Starting materials: C1CCOC1, C[Si](C)(C)[N-][Si](C)(C)C, Cc1c(Cl)c(S(C)=O)nc2sc(C(=O)NC3CC3)c(N)c12, [Li+], O, OCCN1CCOCC1. Product: Cc1c(Cl)c(OCCN2CCOCC2)nc2sc(C(=O)NC3CC3)c(N)c12. RXN SMILES: [CH2:41]1[O:42][CH2:43][CH2:44][CH2:45]1.[CH3:10][Si:11]([N-:12][Si:13]([CH3:14])([CH3:15])[CH3:16])([CH3:17])[CH3:18].[CH:20]1([NH:23][C:24](=[O:25])[c:26]2[c:27]([NH2:40])[c:28]3[c:29]([n:30][c:31]([S:36]([CH3:37])=[O:38])[c:32]([Cl:35])[c:33]3[CH3:34])[s:39]2)[CH2:21][CH2:22]1.[Li+:19].[OH2:46].[OH:1][CH2:2][CH2:3][N:4]1[CH2:5][CH2:6][O:7][CH2:8][CH2:9]1>>[O:1]([CH2:2][CH2:3][N:4]1[CH2:5][CH2:6][O:7][CH2:8][CH2:9]1)[c:31]1[n:30][c:29]2[c:28]([c:27]([NH2:40])[c:26]([C:24]([NH:23][CH:20]3[CH2:21][CH2:22]3)=[O:25])[s:39]2)[c:33]([CH3:34])[c:32]1[Cl:35]. Reactants: C(C)OC(CC[C@@H]1CC[C@H](CC1)C(C)(C)C)=O (trans-4-(1,1-dimethylethyl)cyclohexanepropanoic acid ethyl ester), [OH-].[K+].CO (KOH MeOH). Solvent: O (H2O), O (H2O), CO (CH3OH). Conditions: time 5 hour. Yields the product CC(C)(C)[C@@H]1CC[C@H](CC1)CCC(=O)O (trans-4-(1,1-dimethylethyl)cyclohexanepropanoic acid). Isolated yield 97.3%. Reaction SMILES: C([O:3][C:4](=[O:17])[CH2:5][CH2:6][C@H:7]1[CH2:12][CH2:11][C@H:10]([C:13]([CH3:16])([CH3:15])[CH3:14])[CH2:9][CH2:8]1)C.[OH-].[K+].CO>CO.O>[CH3:16][C:13]([C@H:10]1[CH2:9][CH2:8][C@H:7]([CH2:6][CH2:5][C:4]([OH:17])=[O:3])[CH2:12][CH2:11]1)([CH3:14])[CH3:15] |f:1.2.3|. Procedure details: To a stirring solution of trans-4-(1,1-dimethylethyl)cyclohexanepropanoic acid ethyl ester (3.58 g, 14.9 mmol) in CH3OH (198 mL) at 0° C. were added 10% KOH/MeOH (46 mL), followed by H2O (30 mL). The mixture was stirred at room temperature 5 h, then diluted with H2O (20 mL) and concentrated. The residue was diluted with H2O (20 mL) and ice chips and the mixture was acidified to pH 2 with 3N HCl. The aqueous solution was extracted with ethyl ether (4×150 mL). The combined organic extracts were wa... Reactants: [H-].[Na+] (sodium hydride), BrC1=C(C(=CC=C1)Br)S(=O)(=O)NC(C)(C)C (2,6-dibromo-N-(1,1-dimethylethyl) benzenesulfonamide), CN(C=O)C (N,N-dimethyl formamide), [Li]CCCC (n-BuLi). Solvent: O1CCCC1 (tetrahydrofuran). Run at time 2.5 hour. Yields the product BrC1=CC=CC=2C(N(S(C21)(=O)=O)C(C)(C)C)O (7-bromo-2-(1,1-dimethylethyl)-2,3-dihydro-1,2-benzisothiazol-3-ol 1,1-dioxide). Isolated yield 55.0%. Reaction SMILES: [H-].[Na+].Br[C:4]1[CH:9]=[CH:8][CH:7]=[C:6]([Br:10])[C:5]=1[S:11]([NH:14][C:15]([CH3:18])([CH3:17])[CH3:16])(=[O:13])=[O:12].[Li]CCCC.CN(C)[CH:26]=[O:27]>O1CCCC1>[Br:10][C:6]1[C:5]2[S:11](=[O:13])(=[O:12])[N:14]([C:15]([CH3:18])([CH3:17])[CH3:16])[CH:26]([OH:27])[C:4]=2[CH:9]=[CH:8][CH:7]=1 |f:0.1|. Procedure details: To sodium hydride (0.52 g, 12.9 mmol) in tetrahydrofuran (20 mL) at 0° C. was added 2,6-dibromo-N-(1,1-dimethylethyl) benzenesulfonamide (4.0 g, 10.8 mmol). The resulting mixture was stirred at ambient temperature for 2-3 h, cooled to −78° C. and treated with n-BuLi (1.6 M in hexanes, 7.4 mL, 11.9 mmol) over a period of 20 min. The reaction was continued to stir for 40 min and treated with N,N-dimethyl formamide (0.9 mL, 11.9 mL). The cooling bath was removed and the mixture continued to stir ov... The reactants are C(C)(C)(C)OC(=O)N1CCNCC1 (1-tert-butoxycarbonylpiperazine), OCCC(=O)O (3-hydroxypropionic acid), ON1N=NC2=C1C=CC=C2 (1-hydroxybenzotriazole), Cl.C(C)N=C=NCCCN(C)C (1-ethyl-3-(3-dimethylaminopropyl)carbodiimide hydrochloride). Solvent: CN(C)C=O (DMF). Conditions: time 24 hour. Yields the product C(C)(C)(C)OC(=O)N1CCN(CC1)C(CCO)=O (3-(4-tert-butoxycarbonylpiperazin-1-yl)-3-oxopropan-1-ol). Reaction SMILES: [C:1]([O:5][C:6]([N:8]1[CH2:13][CH2:12][NH:11][CH2:10][CH2:9]1)=[O:7])([CH3:4])([CH3:3])[CH3:2].[OH:14][CH2:15][CH2:16][C:17](O)=[O:18].ON1C2C=CC=CC=2N=N1.Cl.C(N=C=NCCCN(C)C)C>CN(C=O)C>[C:1]([O:5][C:6]([N:8]1[CH2:13][CH2:12][N:11]([C:15](=[O:14])[CH2:16][CH2:17][OH:18])[CH2:10][CH2:9]1)=[O:7])([CH3:4])([CH3:2])[CH3:3] |f:3.4|. Procedure details: A mixture of 1-tert-butoxycarbonylpiperazine, 3-hydroxypropionic acid, 1-hydroxybenzotriazole (HOBt), 1-ethyl-3-(3-dimethylaminopropyl)carbodiimide hydrochloride (EDCI), and DMF was stirred at ambient temperature for 24 hours to yield 3-(4-tert-butoxycarbonylpiperazin-1-yl)-3-oxopropan-1-ol, which was stirred together with 4M HCl-dioxane solution and MeOH at ambient temperature for 16 hours to yield 3-oxo-3-piperazin-1-ylpropan-1-ol hydrochloride. The reactants are NC1=CC(=NN1C1=CC(=C(C=C1)Cl)Cl)C (5-Amino-3-methyl-1-(3,4-dichlorophenyl)pyrazole), C(C)(=O)N1C=NC(C1)=O (1-acetyl-2-imidazolinone). Yields the product C(C)(=O)N1C(=NCC1)NC1=CC(=NN1C1=CC(=C(C=C1)Cl)Cl)C (1-Acetyl-2[1-(3,4-dichlorophenyl)-3-methyl-5-pyrazolyl]amino-2-imidazoline). Reaction SMILES: [NH2:1][C:2]1[N:6]([C:7]2[CH:12]=[CH:11][C:10]([Cl:13])=[C:9]([Cl:14])[CH:8]=2)[N:5]=[C:4]([CH3:15])[CH:3]=1.[C:16]([N:19]1[CH2:23][C:22](=O)[N:21]=[CH:20]1)(=[O:18])[CH3:17]>>[C:16]([N:19]1[CH2:23][CH2:22][N:21]=[C:20]1[NH:1][C:2]1[N:6]([C:7]2[CH:12]=[CH:11][C:10]([Cl:13])=[C:9]([Cl:14])[CH:8]=2)[N:5]=[C:4]([CH3:15])[CH:3]=1)(=[O:18])[CH3:17]. Procedure details: 5-Amino-3-methyl-1-(3,4-dichlorophenyl)pyrazole (16.6 g.) and 1-acetyl-2-imidazolinone (10.6 g.) were reacted as described in Example I to give 8.5 g. of product, mp 156°-157°.